The task is: describe an organic reaction: reactants, conditions, products, and yield. This data is from the Open Reaction Database (ORD), a public repository of structured organic reaction records. The reactants are BrBr (Bromine), C(C)(=O)C1=CC2=C(OC(O2)(C)C)C=C1 (5-acetyl-2,2-dimethyl-1,3-benzodioxole), O (water). The solvent is C(Cl)(Cl)(Cl)Cl (carbon tetrachloride). Reaction conditions: time 15 hour. Yields the product BrCC(=O)C1=CC2=C(OC(O2)(C)C)C=C1 (5-(2-Bromoacetyl)-2,2-dimethyl-1,3-benzodioxole). Reaction SMILES: [Br:1]Br.[C:3]([C:6]1[CH:16]=[CH:15][C:9]2[O:10][C:11]([CH3:14])([CH3:13])[O:12][C:8]=2[CH:7]=1)(=[O:5])[CH3:4].O>C(Cl)(Cl)(Cl)Cl>[Br:1][CH2:4][C:3]([C:6]1[CH:16]=[CH:15][C:9]2[O:10][C:11]([CH3:13])([CH3:14])[O:12][C:8]=2[CH:7]=1)=[O:5]. Procedure: Bromine (1.5 cc) is added in the course of 5 minutes at a temperature in the region of 20° C. to a stirred solution of 5-acetyl-2,2-dimethyl-1,3-benzodioxole (5.8 g) in carbon tetrachloride (100 cc), and the mixture is left with stirring for 15 hours at the same temperature. The reaction mixture is taken up with water (150 cc). The organic phase is separated off after settling has taken place, dried over anhydrous magnesium sulphate, filtered and evaporated to dryness at 40° C. under reduced pre... Reactants: [Si](C)(C)(C(C)(C)C)OC=1C=CC(=C(N)C1)N1C(C=2C(C1=O)=CC=CC2)=O (5-(tert-Butyldimethylsilyloxy)-2-phthalimidoaniline), N1=CC=CC=C1 (pyridine), N1=CC=C(C=C1)N1CCC(CC1)C(=O)O (1-(4-Pyridyl)piperidine-4-carboxylic acid), S(=O)(Cl)Cl (thionyl chloride). Run in C(Cl)Cl.CO (methylene chloride methanol), C(Cl)Cl (methylene chloride), C(Cl)Cl (methylene chloride), C(Cl)Cl (methylene chloride). Run at time 45 minute. The product is [Si](C)(C)(C(C)(C)C)OC=1C=CC(=C(NC(=O)C2CCN(CC2)C2=CC=NC=C2)C1)N1C(C=2C(C1=O)=CC=CC2)=O (5-tert-Butyldimethylsilyloxy-2-(phthalimido)-N-[1-(4-pyridyl)piperidin-4-ylcarbonyl]aniline). Yield: 76.1%. Reaction SMILES: [N:1]1[CH:6]=[CH:5][C:4]([N:7]2[CH2:12][CH2:11][CH:10]([C:13]([OH:15])=O)[CH2:9][CH2:8]2)=[CH:3][CH:2]=1.S(Cl)(Cl)=O.[Si:20]([O:27][C:28]1[CH:29]=[CH:30][C:31]([N:35]2[C:39](=[O:40])[C:38]3=[CH:41][CH:42]=[CH:43][CH:44]=[C:37]3[C:36]2=[O:45])=[C:32]([CH:34]=1)[NH2:33])([C:23]([CH3:26])([CH3:25])[CH3:24])([CH3:22])[CH3:21].N1C=CC=CC=1>C(Cl)Cl.C(Cl)Cl.CO>[Si:20]([O:27][C:28]1[CH:29]=[CH:30][C:31]([N:35]2[C:36](=[O:45])[C:37]3=[CH:44][CH:43]=[CH:42][CH:41]=[C:38]3[C:39]2=[O:40])=[C:32]([CH:34]=1)[NH:33][C:13]([CH:10]1[CH2:9][CH2:8][N:7]([C:4]2[CH:3]=[CH:2][N:1]=[CH:6][CH:5]=2)[CH2:12][CH2:11]1)=[O:15])([C:23]([CH3:26])([CH3:25])[CH3:24])([CH3:22])[CH3:21] |f:5.6|. Procedure details: 1-(4-Pyridyl)piperidine-4-carboxylic acid (176 mg, 0.85 mmol) and thionyl chloride (93 mL, 1.28 mmol) in 5 mL methylene chloride were heated under reflux for 2 h. The mixture was allowed to cool, concentrated in vacuo to a white foam and dried under vacuum. The foam was suspended in dry methylene chloride (5 mL) then added were 5-tert-butyldimethylsilyloxy-2-(phthalimido)aniline (314 mg, 0.85 mmol)(see Example 167, step C, above) as a solution in 5 mL methylene chloride and 1 mL pyridine in seve... The reactants are BrC1C(CC(C1)OC)O (2-Bromo-4-methoxycyclopentanol), BrC1C(CC(C1)OC)O (2-Bromo-4-methoxycyclopentanol), CC(=O)OI1(C=2C=CC=CC2C(=O)O1)(OC(=O)C)OC(=O)C (Dess-Martin periodinane). The solvent is ClCCl (dichloromethane), O (water). Conditions: time 8 hour. Yields the product BrC1C(CC(C1)OC)=O (2-Bromo-4-methoxycyclopentanone). Yield: 134.6%. As a reaction SMILES: [Br:1][CH:2]1[CH2:6][CH:5]([O:7][CH3:8])[CH2:4][CH:3]1[OH:9].CC(OI1(OC(C)=O)(OC(C)=O)OC(=O)C2C=CC=CC1=2)=O>ClCCl.O>[Br:1][CH:2]1[CH2:6][CH:5]([O:7][CH3:8])[CH2:4][C:3]1=[O:9]. Procedure details: Into a round-bottom flask, was placed a solution of 2-Bromo-4-methoxycyclopentanol (compound 461.3, 1.00 g, 3.08 mmol, 1.00 equiv, 60%) in dichloromethane (100 mL). Dess-Martin periodinane (2.00 g, 4.72 mmol, 1.10 equiv) was added in portions and the mixture was stirred overnight at room temperature. The mixture was then diluted with water (20 mL) and quenched with Na2S2O4 (4 g). The aqueous was extracted with dichloromethane (100 mL) and the combined organics was washed with brine (30 mL), drie... The reactants are Cl[Sn]Cl (SnCl2), CC1=C(C=NN1C1=CC=CC=C1)C(=C)N1CCCC1 (5-methyl-1-phenyl-4-(1-pyrrolidinylvinyl) pyrazole), C(C)(=O)C=1C=NN(C1C)C1=CC=CC=C1 (4-acetyl-5-methyl-1-phenylpyrazole), N1CCCC1 (pyrrolidine), CC1=NC(=C(C(=N1)Cl)[N+](=O)[O-])Cl (2-methyl-4,6-dichloro-5-nitropyrimidine), C(C)(C)N(C(C)C)CC (N,N-diisopropylethylamine), N1CCCCC1 (piperidine), Cl[Sn]Cl (SnCl2). The reagents and catalysts are Cl[Ti](Cl)(Cl)Cl (TiCl4). Run in CN(C)C=O (DMF), CCN(CC)CC (NEt3). Product: CC1NC(CC(C1)C1=NC=C2C(N1)=CC=N2)C=2C=NN(C2C)C2=CC=CC=C2 (2-methyl-6-(5-methyl-1-phenylpyrazol-4-yl)-4-piperidylpyrrolo[3,2-d]pyrimidine). The yield is 37.0%. RXN SMILES: [CH3:1][C:2]1[N:6](C2C=CC=CC=2)N=C[C:3]=1C(N1CCCC1)=C.[C:20]([C:23]1[CH:24]=[N:25][N:26]([C:29]2[CH:34]=[CH:33][CH:32]=[CH:31][CH:30]=2)[C:27]=1[CH3:28])(=O)[CH3:21].N1CC[CH2:37][CH2:36]1.[CH3:40][C:41]1[N:46]=[C:45](Cl)[C:44]([N+:48]([O-])=O)=[C:43](Cl)[N:42]=1.C(N(CC)C(C)C)(C)C.N1CCCCC1.Cl[Sn]Cl>CN(C=O)C.Cl[Ti](Cl)(Cl)Cl.CCN(CC)CC>[CH3:1][CH:2]1[CH2:3][CH:40]([C:41]2[NH:46][C:45]3=[CH:36][CH:37]=[N:48][C:44]3=[CH:43][N:42]=2)[CH2:21][CH:20]([C:23]2[CH:24]=[N:25][N:26]([C:29]3[CH:34]=[CH:33][CH:32]=[CH:31][CH:30]=3)[C:27]=2[CH3:28])[NH:6]1. Reported procedure: Using the method described in Example 30 by employing 5-methyl-1-phenyl-4-(1-pyrrolidinylvinyl) pyrazole (freshly prepared before use from 4-acetyl-5-methyl-1-phenylpyrazole (Maybridge Chemical Company), pyrrolidine and TiCl4 (1.30 g, 5.14 mmol), 2-methyl-4,6-dichloro-5-nitropyrimidine (Example 76(b)) (1.00 g, 5.14 mmol), N,N-diisopropylethylamine (1.0 mL, 5.14 mmol), piperidine (0.8 mL, 8.2 mmol), NEt3 (1.0 mL) and SnCl2 (15 mL of a 2 M soln in DMF). In this example the reaction mixture was sti... The reactants are COCCN1N=CC(=C1)C=1C=C(CCOCCC(=O)O)C=CC1 (3-(3-(1-(2-methoxyethyl)-1H-pyrazol-4-yl)phenethoxy)propanoic acid), COC(CNC1CCCCC1)OC (N-(2,2-dimethoxyethyl)cyclohexanamine), H-MeOH. The product is C1(CCCCC1)N(C(CCOCCC1=CC(=CC=C1)C=1C=NN(C1)CCOC)=O)CC(OC)OC (N-Cyclohexyl-N-(2,2-dimethoxyethyl)-3-(3-(1-(2-methoxyethyl)-1H-pyrazol-4-yl)phenethoxy)propanamide). Reaction SMILES: [CH3:1][O:2][CH2:3][CH2:4][N:5]1[CH:9]=[C:8]([C:10]2[CH:11]=[C:12]([CH:21]=[CH:22][CH:23]=2)[CH2:13][CH2:14][O:15][CH2:16][CH2:17][C:18]([OH:20])=O)[CH:7]=[N:6]1.[CH3:24][O:25][CH:26]([O:35][CH3:36])[CH2:27][NH:28][CH:29]1[CH2:34][CH2:33][CH2:32][CH2:31][CH2:30]1>>[CH:29]1([N:28]([CH2:27][CH:26]([O:35][CH3:36])[O:25][CH3:24])[C:18](=[O:20])[CH2:17][CH2:16][O:15][CH2:14][CH2:13][C:12]2[CH:21]=[CH:22][CH:23]=[C:10]([C:8]3[CH:7]=[N:6][N:5]([CH2:4][CH2:3][O:2][CH3:1])[CH:9]=3)[CH:11]=2)[CH2:34][CH2:33][CH2:32][CH2:31][CH2:30]1. Procedure: The subtitled compound (267 mg) was prepared from 3-(3-(1-(2-methoxyethyl)-1H-pyrazol-4-yl)phenethoxy)propanoic acid [Example 36 Step ii)] and N-(2,2-dimethoxyethyl)cyclohexanamine using a similar method to that described in Example 18, Step iii). MS [M+H-MeOH]+=456 (MultiMode+) 1H NMR (400 MHz, CD3OD) δ 7.95 (s, 1H), 7.81 and 7.80 (2×s, 1H), 7.40-7.37 (m, 1H), 7.35 (d, J=7.7 Hz, 1H), 7.23 and 7.22 (2×t, J=7.7 Hz, 1H), 7.05 (d, J=7.9 Hz, 1H), 4.52 and 4.36 (2×t, J=5.3 Hz, 1H), 4.30 (t, J=5.2 Hz,... Reactants: CC(=O)SCCC(=O)N1C(C(=O)O)CSC1c1ccccc1O, CC(C)COC(=O)Cl, CCOC(=O)CN, C1CCOC1, CN1CCOCC1, Cl. Product: CCOC(=O)CNC(=O)C1CSC(c2ccccc2O)N1C(=O)CCSC(C)=O. As a reaction SMILES: [C:1]([CH3:2])(=[O:3])[S:4][CH2:5][CH2:6][C:7](=[O:8])[N:9]1[CH:10]([c:17]2[c:18]([OH:23])[cH:19][cH:20][cH:21][cH:22]2)[S:11][CH2:12][CH:13]1[C:14](=[O:15])[OH:16].[C:31]([Cl:32])(=[O:33])[O:34][CH2:35][CH:36]([CH3:37])[CH3:38].[CH2:40]([CH3:41])[O:42][C:43]([CH2:44][NH2:45])=[O:46].[CH2:47]1[O:48][CH2:49][CH2:50][CH2:51]1.[CH3:24][N:25]1[CH2:26][CH2:27][O:28][CH2:29][CH2:30]1.[ClH:39]>>[C:1]([CH3:2])(=[O:3])[S:4][CH2:5][CH2:6][C:7](=[O:8])[N:9]1[CH:10]([c:17]2[c:18]([OH:23])[cH:19][cH:20][cH:21][cH:22]2)[S:11][CH2:12][CH:13]1[C:14](=[O:16])[NH:45][CH2:44][C:43]([O:42][CH2:40][CH3:41])=[O:46].